describe an organic reaction: reactants, conditions, products, and yield From a dataset of the Open Reaction Database (ORD), a public repository of structured organic reaction records. Reactants: NC(C(=O)O)\C=C\CP (E-2-amino-5-phosphino-3-pentenoic acid), Cl (hydrogen chloride). The solvent is ofn-butanol. Product: C(CCC)OC(C(\C=C\CP)N)=O (E-2-amino-5-phosphino-3-pentenoic acid butyl ester). As a reaction SMILES: [NH2:1][CH:2](/[CH:6]=[CH:7]/[CH2:8][PH2:9])[C:3]([OH:5])=[O:4].Cl>>[CH2:3]([O:4][C:3](=[O:5])[CH:2]([NH2:1])/[CH:6]=[CH:7]/[CH2:8][PH2:9])[CH2:2][CH2:6][CH3:7]. Reported procedure: 1.0 g of E-2-amino-5-phosphino-3-pentenoic acid is suspended in 20 ml ofn-butanol and the suspension is saturated with hydrogen chloride gas for 3 hours at 60°. After concentration, the residue is dissolved in 15 ml of n-butanol, 10 ml of propylene oxide are added and the precipitate isfiltered off. Recrystallisation from water/acetone 1:1 yields E-2-amino-5-phosphino-3-pentenoic acid butyl ester, m.p. 160°-161°. The reactants are CC(C)(C)OC(n1cc(C=O)c2c(cccc12)[Br])=O, CC1=CN=C(C=C1)N, [C-]#[N+]C1CCCCC1. Reagents/catalysts: O=C(O)C(F)(F)F (trifluoroacetic acid). Solvent: CC(C)O (isopropyl alcohol), CC(C)O (isopropylalcohol). Reaction conditions: temperature 22 celsius, time 20 hour. Product: Cc1ccc2nc(c3cn(C(=O)OC(C)(C)C)c4cccc(c34)[Br])c(NC3CCCCC3)n2c1. Isolated yield 21.7%. As a reaction SMILES: CC1=CC=C(N)N=C1.[C-]#[N+]C1CCCCC1.CC(C)(C)OC(=O)N1C=C(C=O)C2=C1C=CC=C2Br>>CC1=CN2C(C=C1)=NC(C1=CN(C(=O)OC(C)(C)C)C3=C1C(Br)=CC=C3)=C2NC1CCCCC1. The reactants are [H-].[H-].[H-].[H-].[Li+].[Al+3] (LAH), NC1(CCN(CC1)CC1=CC=CC=C1)C(=O)OC (methyl 4-amino-1-benzylpiperidine-4-carboxylate). Run in C1CCOC1 (THF), C1CCOC1 (THF). Reaction conditions: temperature 0 celsius. The product is NC1(CCN(CC1)CC1=CC=CC=C1)CO ((4-Amino-1-benzylpiperidin-4-yl)methanol). As a reaction SMILES: [H-].[H-].[H-].[H-].[Li+].[Al+3].[NH2:7][C:8]1([C:21](OC)=[O:22])[CH2:13][CH2:12][N:11]([CH2:14][C:15]2[CH:20]=[CH:19][CH:18]=[CH:17][CH:16]=2)[CH2:10][CH2:9]1>C1COCC1>[NH2:7][C:8]1([CH2:21][OH:22])[CH2:13][CH2:12][N:11]([CH2:14][C:15]2[CH:20]=[CH:19][CH:18]=[CH:17][CH:16]=2)[CH2:10][CH2:9]1 |f:0.1.2.3.4.5|. Procedure details: To a 1 L 4-neck round bottom flask was added LAH (9.42 g, 248 mmol) in dry THF (1000 mL) and the reaction mixture was cooled to 0° C. A solution of methyl 4-amino-1-benzylpiperidine-4-carboxylate (47.0 g, 165 mmol) in dry THF (250 ml) was added and the reaction mixture was allowed to warm to room temperature. The reaction mixture was cooled to 0° C. and quenched with water and filtered. The solid was washed with 50 ml of ethyl acetate. The organic layer of the filtrate was separated, washed with... Starting materials: CC(=CCCC(C)=O)CC (6-methyl-5-octen-2-one), [OH-].[Na+] (sodium hydroxide), [BH4-].[Na+] (sodium borohydride), CO (methanol). The solvent is C(C)(=O)O (acetic acid). Run at time 2 hour. Product: CC(=CCCC(C)O)CC (6-methyl-5-octen-2-ol). As a reaction SMILES: [CH3:1][C:2]([CH2:9][CH3:10])=[CH:3][CH2:4][CH2:5][C:6](=[O:8])[CH3:7].[BH4-].[Na+].CO.[OH-].[Na+]>C(O)(=O)C>[CH3:1][C:2]([CH2:9][CH3:10])=[CH:3][CH2:4][CH2:5][CH:6]([OH:8])[CH3:7] |f:1.2,4.5|. Reported procedure: Six grams of 6-methyl-5-octen-2-one is added to a solution of 3.0 g. of sodium borohydride, 80 ml. of methanol and 6 ml. of 2N sodium hydroxide solution. After about two hours, acetic acid is added to destroy excess sodium borohydride and the solution poured into water and extracted with ether. The combined ether extracts are washed with aqueous sodium bicarbonate, water and brine, dried and evaporated to yield 6-methyl-5-octen-2-ol which is purified by chromatography.